From a dataset of the Open Reaction Database (ORD), a public repository of structured organic reaction records. describe an organic reaction: reactants, conditions, products, and yield Yields the product COc1cccc(-c2cn3cccc(CO)c3n2)c1. The reactants are CCOC(=O)c1cccn2cc(-c3cccc(OC)c3)nc12, ClC(Cl)(Cl)Cl. As a reaction SMILES: [CH3:1][O:2][c:3]1[cH:4][c:5](-[c:9]2[n:10][c:11]3[n:12]([cH:13][cH:14][cH:15][c:16]3[C:17](=[O:18])[O:19][CH2:20][CH3:21])[cH:22]2)[cH:6][cH:7][cH:8]1.[Cl:23][C:24]([Cl:25])([Cl:26])[Cl:27]>>[CH3:1][O:2][c:3]1[cH:4][c:5](-[c:9]2[n:10][c:11]3[n:12]([cH:13][cH:14][cH:15][c:16]3[CH2:17][OH:18])[cH:22]2)[cH:6][cH:7][cH:8]1. The reactants are [H-].[Na+] (Sodium hydride), Cl (hydrochloric acid), CC1(OB(OC1(C)C)C=1C=C2C(=NC1)NC=C2)C (5-(4,4,5,5-Tetramethyl-1,3,2-dioxaborolan-2-yl)-1H-pyrrolo[2,3-b]pyridine), ClCOCC[Si](C)(C)C ([2-(chloromethoxy)ethyl](trimethyl)silane). The solvent is O1CCCC1 (tetrahydrofuran), O (water). The product is CC1(OB(OC1(C)C)C=1C=C2C(=NC1)N(C=C2)COCC[Si](C)(C)C)C (5-(4,4,5,5-Tetramethyl-1,3,2-dioxaborolan-2-yl)-1-{[2-(trimethylsilyl)ethoxy]methyl}-1H-pyrrolo[2,3-b]pyridine). RXN SMILES: [CH3:1][C:2]1([CH3:18])[C:6]([CH3:8])([CH3:7])[O:5][B:4]([C:9]2[CH:10]=[C:11]3[CH:17]=[CH:16][NH:15][C:12]3=[N:13][CH:14]=2)[O:3]1.[H-].[Na+].Cl[CH2:22][O:23][CH2:24][CH2:25][Si:26]([CH3:29])([CH3:28])[CH3:27].Cl>O1CCCC1.O>[CH3:8][C:6]1([CH3:7])[C:2]([CH3:18])([CH3:1])[O:3][B:4]([C:9]2[CH:10]=[C:11]3[CH:17]=[CH:16][N:15]([CH2:22][O:23][CH2:24][CH2:25][Si:26]([CH3:29])([CH3:28])[CH3:27])[C:12]3=[N:13][CH:14]=2)[O:5]1 |f:1.2|. Procedure: 5-(4,4,5,5-Tetramethyl-1,3,2-dioxaborolan-2-yl)-1H-pyrrolo[2,3-b]pyridine (1.01 g) was dissolved in tetrahydrofuran (10 ml). After the atmosphere was replaced with nitrogen, the solution was ice-cooled. 55% Sodium hydride (216 mg) was added and the mixture was stirred under ice-cooling for 20 minutes. Then, [2-(chloromethoxy)ethyl](trimethyl)silane (875 μl) was added and the mixture was stirred at room temperature for 15.5 hours. The reaction solution was diluted by adding water thereto, neutral... The reactants are C1CCOC1, COC(=O)c1cc2ccc(C(=O)NCCc3ccccn3)cc2[nH]1, Cl, [K+], [OH-], O. The product is O=C(NCCc1ccccn1)c1ccc2cc(C(=O)O)[nH]c2c1. RXN SMILES: [CH2:28]1[O:29][CH2:30][CH2:31][CH2:32]1.[CH3:1][O:2][C:3](=[O:4])[c:5]1[nH:6][c:7]2[cH:8][c:9]([C:14](=[O:15])[NH:16][CH2:17][CH2:18][c:19]3[n:20][cH:21][cH:22][cH:23][cH:24]3)[cH:10][cH:11][c:12]2[cH:13]1.[ClH:27].[K+:26].[OH-:25].[OH2:33]>>[O:2]=[C:3]([OH:4])[c:5]1[nH:6][c:7]2[cH:8][c:9]([C:14](=[O:15])[NH:16][CH2:17][CH2:18][c:19]3[n:20][cH:21][cH:22][cH:23][cH:24]3)[cH:10][cH:11][c:12]2[cH:13]1. Starting materials: C1CCOC1, [Li]C, CCOCC, Cl, COc1cc(C=O)ccc1NS(=O)(=O)c1ccccc1. Yields the product COc1cc(C(C)O)ccc1NS(=O)(=O)c1ccccc1. Reaction SMILES: [CH2:24]1[O:25][CH2:26][CH2:27][CH2:28]1.[CH3:21][Li:22].[CH3:29][CH2:30][O:31][CH2:32][CH3:33].[ClH:23].[c:1]1([S:7](=[O:8])(=[O:9])[NH:10][c:11]2[c:12]([O:19][CH3:20])[cH:13][c:14]([CH:15]=[O:16])[cH:17][cH:18]2)[cH:2][cH:3][cH:4][cH:5][cH:6]1>>[c:1]1([S:7](=[O:8])(=[O:9])[NH:10][c:11]2[c:12]([O:19][CH3:20])[cH:13][c:14]([CH:15]([OH:16])[CH3:21])[cH:17][cH:18]2)[cH:2][cH:3][cH:4][cH:5][cH:6]1.